From a dataset of the Open Reaction Database (ORD), a public repository of structured organic reaction records. describe an organic reaction: reactants, conditions, products, and yield The reactants are C(C)S (ethanethiol), CO (methanol), CC1=CC=C(C=C1)S(=O)(=O)OC[C@@H]2[C@@H]3[C@H]([C@@H](O2)OC)OC(O3)(C)C (methyl 2,3-O-isopropylidene-5-O-p-toluenesulfonyl-β-D-ribofuranoside). The solvent is C[O-].[Na+] (sodium methoxide). Yields the product C(C)C[C@H]([C@H]([C@H](C=S)O)O)O (5-deoxy-5-ethylthio-D-ribose). The yield is 120.2%. Reaction SMILES: [CH2:1]([SH:3])[CH3:2].C[OH:5].CC1C=CC(S([O:16][CH2:17][C@H:18]2[O:22][C@@H:21](OC)[C@@H:20]3OC(C)(C)O[C@H:19]23)(=O)=O)=CC=1>C[O-].[Na+]>[CH2:20]([CH2:19][C@@H:18]([OH:22])[C@@H:17]([OH:16])[C@@H:2]([OH:5])[CH:1]=[S:3])[CH3:21] |f:3.4|. Procedure: A solution of ethanethiol (11.5 ml, 155 mmol) in 1N sodium methoxide in methanol (150 ml, 150 mmol sodium methoxide) was added to a solution of methyl 2,3-O-isopropylidene-5-O-p-toluenesulfonyl-β-D-ribofuranoside (50 g, 140 mmol in 200 ml dry methanol) and heated at reflux for 24 h. Solvents were removed by evaporation in vacuo, and the sticky residue was taken up in diethyl ether (300 ml) and washed with water (4×100 ml). The ether phase was dried and concentrated in vacuo to furnish a viscous ... Reaction SMILES: [CH2:1]([C:3]1([CH3:11])[N:7]([CH2:8][CH2:9][OH:10])[CH2:6][CH2:5][O:4]1)C.N(CCO)CCO.C(C(C)=O)C>CC(C)=O>[OH:10][CH2:9][CH2:8][N:7]1[CH2:6][CH2:5][O:4][C:3]1([CH3:11])[CH3:1]. Yields the product ketone, OCCN1C(OCC1)(C)C (3-(2-hydroxyethyl)-2,2-dimethyl-oxazolidine). Starting materials: ( A ), C(C)C1(OCCN1CCO)C (2-ethyl-3-(2-hydroxyethyl)-2-methyl-oxazolidine), N(CCO)CCO (diethanolamine), C(C)C(=O)C (methyl ethyl ketone). Run in CC(=O)C (acetone). Procedure details: Part (A) of Example I is a process for making MEHEOX, i.e., 2-ethyl-3-(2-hydroxyethyl)-2-methyl-oxazolidine by reaction of diethanolamine with methyl ethyl ketone. Replacement of the latter ketone with acetone in molarly corresponding amount yields 3-(2-hydroxyethyl)-2,2-dimethyl-oxazolidine, herein referred to by the acronym DMHEOX, i.e., dimethyl-hydroxyethyl-oxazolidine. Replacement of the ketone with cyclopentanone or cyclohexanone yields 3-(2-hydroxyethyl)-2,2-tetramethylene- or 3-(2-hydrox... Starting materials: Cc1ccccc1S(=O)(=O)Nc1cc(Br)sc1C(=O)OC(C)(C)C, O=C([O-])[O-], [Na+], [Na+], c1ccc(P(c2ccccc2)(c2ccccc2)[Pd](P(c2ccccc2)(c2ccccc2)c2ccccc2)(P(c2ccccc2)(c2ccccc2)c2ccccc2)P(c2ccccc2)(c2ccccc2)c2ccccc2)cc1, OB(O)c1cc2ccccc2s1. Product: Cc1ccccc1S(=O)(=O)Nc1cc(-c2cc3ccccc3s2)sc1C(=O)OC(C)(C)C. RXN SMILES: [C:1]([CH3:2])([CH3:3])([CH3:4])[O:5][C:6](=[O:7])[c:8]1[s:9][c:10]([Br:24])[cH:11][c:12]1[NH:13][S:14](=[O:15])(=[O:16])[c:17]1[c:18]([CH3:23])[cH:19][cH:20][cH:21][cH:22]1.[C:37](=[O:38])([O-:39])[O-:40].[Na+:41].[Na+:42].[cH:43]1[cH:44][cH:45][c:46]([P:47]([Pd:48]([P:49]([c:50]2[cH:51][cH:52][cH:53][cH:54][cH:55]2)([c:56]2[cH:57][cH:58][cH:59][cH:60][cH:61]2)[c:62]2[cH:63][cH:64][cH:65][cH:66][cH:67]2)([P:68]([c:69]2[cH:70][cH:71][cH:72][cH:73][cH:74]2)([c:75]2[cH:76][cH:77][cH:78][cH:79][cH:80]2)[c:81]2[cH:82][cH:83][cH:84][cH:85][cH:86]2)[P:87]([c:88]2[cH:89][cH:90][cH:91][cH:92][cH:93]2)([c:94]2[cH:95][cH:96][cH:97][cH:98][cH:99]2)[c:100]2[cH:101][cH:102][cH:103][cH:104][cH:105]2)([c:106]2[cH:107][cH:108][cH:109][cH:110][cH:111]2)[c:112]2[cH:113][cH:114][cH:115][cH:116][cH:117]2)[cH:118][cH:119]1.[s:25]1[c:26]([B:34]([OH:35])[OH:36])[cH:27][c:28]2[c:29]1[cH:30][cH:31][cH:32][cH:33]2>>[C:1]([CH3:2])([CH3:3])([CH3:4])[O:5][C:6](=[O:7])[c:8]1[s:9][c:10](-[c:26]2[s:25][c:29]3[c:28]([cH:27]2)[cH:33][cH:32][cH:31][cH:30]3)[cH:11][c:12]1[NH:13][S:14](=[O:15])(=[O:16])[c:17]1[c:18]([CH3:23])[cH:19][cH:20][cH:21][cH:22]1. Starting materials: CC1=NN(C(=C1C1=CC=CC=C1)C)C1=CC=C(C=C1)CCNC(OC1=CC=CC=C1)=O (Phenyl 2-[4-(3,5-dimethyl-4-phenyl-1H-pyrazol-1-yl)phenyl]ethylcarbamate), CC=1N=C(SC1C)S(=O)(=O)N (4,5-dimethyl-1,3-thiazole-2-sulfonamide). The product is CC1=NN(C(=C1C1=CC=CC=C1)C)C1=CC=C(C=C1)CCNC(=O)NS(=O)(=O)C=1SC(=C(N1)C)C (N-[({2-[4-(3,5-dimethyl-4-phenyl-1H-pyrazol-1-yl)phenyl]ethyl}amino)carbonyl]-4,5-dimethyl-1,3-thiazole-2-sulfonamide). As a reaction SMILES: [CH3:1][C:2]1[C:6]([C:7]2[CH:12]=[CH:11][CH:10]=[CH:9][CH:8]=2)=[C:5]([CH3:13])[N:4]([C:14]2[CH:19]=[CH:18][C:17]([CH2:20][CH2:21][NH:22][C:23](=O)[O:24]C3C=CC=CC=3)=[CH:16][CH:15]=2)[N:3]=1.[CH3:32][C:33]1[N:34]=[C:35]([S:39]([NH2:42])(=[O:41])=[O:40])[S:36][C:37]=1[CH3:38]>>[CH3:1][C:2]1[C:6]([C:7]2[CH:12]=[CH:11][CH:10]=[CH:9][CH:8]=2)=[C:5]([CH3:13])[N:4]([C:14]2[CH:15]=[CH:16][C:17]([CH2:20][CH2:21][NH:22][C:23]([NH:42][S:39]([C:35]3[S:36][C:37]([CH3:38])=[C:33]([CH3:32])[N:34]=3)(=[O:40])=[O:41])=[O:24])=[CH:18][CH:19]=2)[N:3]=1. Reported procedure: The title compound was prepared according to the procedure described in step 1 of Example 42 from phenyl 2-[4-(3,5-dimethyl-4-phenyl-1H-pyrazol-1-yl)phenyl]ethylcarbamate (step 1 of Example 22) and 4,5-dimethyl-1,3-thiazole-2-sulfonamide: 1H-NMR (CDCl3) δ 7.45-7.24 (9H, m), 6.47 (1H, br.s), 3.50-3.42 (2H, m), 2.88-2.82 (2H, m), 2.41 (3H, s), 2.35 (3H, s), 2.31 (3H, s), 2.24 (3H, s). Starting materials: CN(C)C=O, CCOC(=O)C(=O)c1csc(N)n1, Cc1ccc(S(=O)(=O)N=C=O)cc1. Product: CCOC(=O)C(=O)c1csc(NC(=O)NS(=O)(=O)c2ccc(C)cc2)n1. As a reaction SMILES: [CH3:27][N:28]([CH3:29])[CH:30]=[O:31].[NH2:1][c:2]1[s:3][cH:4][c:5]([C:7]([C:8](=[O:9])[O:10][CH2:11][CH3:12])=[O:13])[n:6]1.[c:14]1([CH3:26])[cH:15][cH:16][c:17]([S:20](=[O:21])(=[O:22])[N:23]=[C:24]=[O:25])[cH:18][cH:19]1>>[NH:1]([c:2]1[s:3][cH:4][c:5]([C:7]([C:8](=[O:9])[O:10][CH2:11][CH3:12])=[O:13])[n:6]1)[C:24]([NH:23][S:20]([c:17]1[cH:16][cH:15][c:14]([CH3:26])[cH:19][cH:18]1)(=[O:21])=[O:22])=[O:25]. Starting materials: [Cl-].[NH4+] (ammonium chloride), C(CCC)[Li] (n-butyl lithium), BrC1=C(C=CC(=C1)C(F)(F)F)SC1=CC=C(C=C1)Cl (1-bromo-2-(4-chlorophenylsulfanyl)-5-(trifluoromethyl)benzene), C(C)(C)(C)OC(=O)N1CCC(CC1)=O (4-oxo-piperidine-1-carboxylic acid tert-butyl ester). Run in C1CCOC1 (THF). Reaction conditions: time 8 hour. Yields the product C(C)(C)(C)OC(=O)N1CCC(CC1)(O)C1=C(C=CC(=C1)C(F)(F)F)SC1=CC=C(C=C1)Cl (1-tert-Butoxycarbonyl-4-[2-(4-chlorophenylsulfanyl)-5-trifluoromethyl-phenyl]-piperidine-4-ol). Reaction SMILES: C([Li])CCC.Br[C:7]1[CH:12]=[C:11]([C:13]([F:16])([F:15])[F:14])[CH:10]=[CH:9][C:8]=1[S:17][C:18]1[CH:23]=[CH:22][C:21]([Cl:24])=[CH:20][CH:19]=1.[C:25]([O:29][C:30]([N:32]1[CH2:37][CH2:36][C:35](=[O:38])[CH2:34][CH2:33]1)=[O:31])([CH3:28])([CH3:27])[CH3:26].[Cl-].[NH4+]>C1COCC1>[C:25]([O:29][C:30]([N:32]1[CH2:37][CH2:36][C:35]([C:7]2[CH:12]=[C:11]([C:13]([F:16])([F:15])[F:14])[CH:10]=[CH:9][C:8]=2[S:17][C:18]2[CH:23]=[CH:22][C:21]([Cl:24])=[CH:20][CH:19]=2)([OH:38])[CH2:34][CH2:33]1)=[O:31])([CH3:28])([CH3:26])[CH3:27] |f:3.4|. Procedure details: A solution of n-butyl lithium (2.5 M in hexane, 6.5 mL, 16.2 mmol) was slowly added to a stirred solution of 1-bromo-2-(4-chlorophenylsulfanyl)-5-(trifluoromethyl)benzene (5.96 g, 16.2 mmol) in dry THF (40 mL) under argon at −78° C. The solution was stirred for 10 min before 4-oxo-piperidine-1-carboxylic acid tert-butyl ester (3.23 g, 16.2 mmol) was added in one portion. The solution was allowed to warm to rt and then stirred overnight. Saturated aqueous ammonium chloride (80 mL) was added and t...